describe an organic reaction: reactants, conditions, products, and yield From a dataset of the Open Reaction Database (ORD), a public repository of structured organic reaction records. Reactants: C(C1=CC=CC=C1)OC1(C(C(=O)N)C=C(C=C1)C(CBr)=O)O (2-benzyloxy-5-bromoacetyl salicylamide), NCCCN1N=NC2=C1C=CC=C2 (1-(3-aminopropyl)-1H-benzotriazole), C([O-])([O-])=O.[Na+].[Na+] (sodium carbonate). Solvent: C(C)(=O)OCC (ethyl acetate). Yields the product C(N)(=O)C=1C=C(C(CNCCCN2N=NC3=C2C=CC=C3)O)C=CC1OCC1=CC=CC=C1 (1-[3-(3-carbamoyl-4-benzyloxy-β-hydroxyphenethylamino)propyl]-1-H-benzotriazole). Reaction SMILES: [CH2:1]([O:8][C:9]1(O)[CH:17]=[CH:16][C:15]([C:18](=[O:21])[CH2:19]Br)=[CH:14][CH:10]1[C:11]([NH2:13])=[O:12])[C:2]1[CH:7]=[CH:6][CH:5]=[CH:4][CH:3]=1.[NH2:23][CH2:24][CH2:25][CH2:26][N:27]1[C:31]2[CH:32]=[CH:33][CH:34]=[CH:35][C:30]=2[N:29]=[N:28]1.C(=O)([O-])[O-].[Na+].[Na+]>C(OCC)(=O)C>[C:11]([C:10]1[CH:14]=[C:15]([CH:16]=[CH:17][C:9]=1[O:8][CH2:1][C:2]1[CH:7]=[CH:6][CH:5]=[CH:4][CH:3]=1)[CH:18]([OH:21])[CH2:19][NH:23][CH2:24][CH2:25][CH2:26][N:27]1[C:31]2[CH:32]=[CH:33][CH:34]=[CH:35][C:30]=2[N:29]=[N:28]1)(=[O:12])[NH2:13] |f:2.3.4|. Procedure: A mixture of 17.5 gm of 2-benzyloxy-5-bromoacetyl salicylamide, 17.6 gm of 1-(3-aminopropyl)-1H-benzotriazole, 6 gm of sodium carbonate and 150 ml of ethyl acetate was refluxed for 1.5 hours. After separation of the inorganic constituents, the mother liquor was evaporated, the residue was dissolved in a 100 ml of acetonitrile, and the solution was acidified with 5 gm of oxalic acid. The precipitated 1-[3-(3-carbamoyl-4-benzyloxy-β-oxophenethylamino)-propyl]-1-H-benzotriazole oxalate was collecte...